This data is from the Open Reaction Database (ORD), a public repository of structured organic reaction records. The task is: describe an organic reaction: reactants, conditions, products, and yield The reactants are ClC1=NC=C(C=C1C(=O)N[C@@H](C)C1=CC=C(C(=O)OC)C=C1)Cl (Methyl 4-((1S)-1-{[(2,5-dichloropyridin-3-yl)carbonyl]amino}ethyl)benzoate), ClC1=C(C=CC(=C1)C)O (2-chloro-4-methylphenol). Yields the product ClC=1C=C(C(=NC1)OC1=C(C=C(C=C1)C)Cl)C(=O)N[C@@H](C)C1=CC=C(C(=O)OC)C=C1 (Methyl 4-[(1S)-1-({[5-chloro-2-(2-chloro-4-methylphenoxy)pyridin-3-yl]carbonyl}amino)ethyl]benzoate). RXN SMILES: Cl[C:2]1[C:7]([C:8]([NH:10][C@H:11]([C:13]2[CH:22]=[CH:21][C:16]([C:17]([O:19][CH3:20])=[O:18])=[CH:15][CH:14]=2)[CH3:12])=[O:9])=[CH:6][C:5]([Cl:23])=[CH:4][N:3]=1.[Cl:24][C:25]1[CH:30]=[C:29]([CH3:31])[CH:28]=[CH:27][C:26]=1[OH:32]>>[Cl:23][C:5]1[CH:6]=[C:7]([C:8]([NH:10][C@H:11]([C:13]2[CH:22]=[CH:21][C:16]([C:17]([O:19][CH3:20])=[O:18])=[CH:15][CH:14]=2)[CH3:12])=[O:9])[C:2]([O:32][C:26]2[CH:27]=[CH:28][C:29]([CH3:31])=[CH:30][C:25]=2[Cl:24])=[N:3][CH:4]=1. Procedure: The title compound was prepared according to the procedure described in step 2 of Example 45 from methyl 4-((1S)-1-{[(2,5-dichloropyridin-3-yl)carbonyl]amino}ethyl)benzoate (step 1 of Example 48) and 2-chloro-4-methylphenol: 1H-NMR (CDCl3) δ 8.53 (1H, d, J=2.6 Hz), 8.20 (1H, d, J=7.4 Hz), 8.11 (1H, d, J=2.6 Hz), 8.01 (2H, d, J=8.4 Hz), 7.45 (2H, d, J=8.4 Hz), 7.37–7.31 (1H, m), 7.23–7.17 (2H, m), 5.39 (1H, dq, J=7.4, 6.9 Hz), 3.90 (3H, s), 2.40 (3H, s), 1.60 (3H, d, J=6.9 Hz); MS (ESI) m/z 459 (... Run in CN(C)C=O (DMF), CN(C)C=O (DMF). Run at time 10 minute. RXN SMILES: [C:1]1([OH:11])[C:10]2[C:5](=[CH:6][CH:7]=[CH:8][CH:9]=2)[CH:4]=[CH:3][CH:2]=1.C([O-])([O-])=O.[K+].[K+].Cl[C:19]1[CH:24]=[CH:23][N:22]=[CH:21][C:20]=1[N+:25]([O-:27])=[O:26].O>CN(C=O)C>[C:1]1([O:11][C:19]2[CH:24]=[CH:23][N:22]=[CH:21][C:20]=2[N+:25]([O-:27])=[O:26])[C:10]2[C:5](=[CH:6][CH:7]=[CH:8][CH:9]=2)[CH:4]=[CH:3][CH:2]=1 |f:1.2.3|. The product is C1(=CC=CC2=CC=CC=C12)OC1=C(C=NC=C1)[N+](=O)[O-] (4-(1-Naphthyloxy)-3-nitropyridine). Reactants: O (water), C1(=CC=CC2=CC=CC=C12)O (1-naphthol), C(=O)([O-])[O-].[K+].[K+] (K2CO3), ClC1=C(C=NC=C1)[N+](=O)[O-] (4-chloro-3-nitropyridine). Procedure details: To 50 ml of DMF was added 1-naphthol (11.25 g) and to this solution was added K2CO3 (20 g) portionwise. After stirring for 10 minutes at room temperature, 4-chloro-3-nitropyridine (11.2 g) in 60 ml of DMF was added dropwise. The reaction mixture was stirred for 4 hours at room temperature. The mixture was then poured into water and extracted with ethyl acetate. The organic layer was washed with water and dried (sat. NaCl, anhy. MgSO4).